This data is from the Open Reaction Database (ORD), a public repository of structured organic reaction records. The task is: describe an organic reaction: reactants, conditions, products, and yield Starting materials: diester, C(C)OP(=O)(CCCCC1=CC=CC=C1)CC(=O)N1N=C(CC1C(=O)OC(C(=O)OCC)OC(C(C)(C)C)=O)C1=CC=CC=C1 ((+)-4,5-Dihydro-1-[[ethoxy(4-phenylbutyl)phosphinyl]acetyl]-3-phenyl-1H-pyrazole-5-carboxylic acid, 1-(2,2-dimethyl-1-oxopropoxy)-2-ethoxy-2-oxoethyl ester), Br[Si](C)(C)C (bromotrimethylsilane). The solvent is ClCCl (dichloromethane). Conditions: time 8 hour. Yields the product OP(=O)(CCCCC1=CC=CC=C1)CC(=O)N1N=C(CC1C(=O)OC(C(=O)OCC)OC(C(C)(C)C)=O)C1=CC=CC=C1 ((+)-4,5-dihydro-1-[[hydroxy(4-phenylbutyl)phosphinyl]acetyl]-3-phenyl-1H-pyrazole-5-carboxylic acid, 1-(2,2-dimethyl-1-oxopropoxy)-2-ethoxy-2-oxoethyl ester). RXN SMILES: C([O:3][P:4]([CH2:16][C:17]([N:19]1[CH:23]([C:24]([O:26][CH:27]([O:33][C:34](=[O:39])[C:35]([CH3:38])([CH3:37])[CH3:36])[C:28]([O:30][CH2:31][CH3:32])=[O:29])=[O:25])[CH2:22][C:21]([C:40]2[CH:45]=[CH:44][CH:43]=[CH:42][CH:41]=2)=[N:20]1)=[O:18])([CH2:6][CH2:7][CH2:8][CH2:9][C:10]1[CH:15]=[CH:14][CH:13]=[CH:12][CH:11]=1)=[O:5])C.Br[Si](C)(C)C>ClCCl>[OH:5][P:4]([CH2:16][C:17]([N:19]1[CH:23]([C:24]([O:26][CH:27]([O:33][C:34](=[O:39])[C:35]([CH3:37])([CH3:38])[CH3:36])[C:28]([O:30][CH2:31][CH3:32])=[O:29])=[O:25])[CH2:22][C:21]([C:40]2[CH:41]=[CH:42][CH:43]=[CH:44][CH:45]=2)=[N:20]1)=[O:18])([CH2:6][CH2:7][CH2:8][CH2:9][C:10]1[CH:15]=[CH:14][CH:13]=[CH:12][CH:11]=1)=[O:3]. Reported procedure: A solution of 2.0 g of the diester product from part (b) in 25 ml. of dry dichloromethane under argon is treated at ambient temperature with 0.6 g. of bromotrimethylsilane. After stirring overnight, the volatiles are removed in vacuo and the residue, dissolved in ethyl acetate, is washed with 5% sodium dihydrogen phosphate, water and saturated brine. The organic fraction is dried (MgSO4) and concentrated in vacuo. The residue is triturated with acetonitrile or purified by flash chromatography to... Reaction SMILES: [Br:1][C:2]1[CH:11]=[CH:10][CH:9]=[C:8]2[C:3]=1[CH:4]=[CH:5][C:6]([Cl:12])=[N:7]2.[Li+].[CH3:14]C([N-]C(C)C)C.IC.[NH4+].[Cl-]>C1COCC1>[Br:1][C:2]1[CH:11]=[CH:10][CH:9]=[C:8]2[C:3]=1[CH:4]=[C:5]([CH3:14])[C:6]([Cl:12])=[N:7]2 |f:1.2,4.5|. Solvent: C1CCOC1 (THF). The reactants are BrC1=C2C=CC(=NC2=CC=C1)Cl (5-bromo-2-chloroquinoline), [Li+].CC(C)[N-]C(C)C (LDA), [NH4+].[Cl-] (NH4Cl), IC (iodomethane). Reported procedure: To a solution of 5-bromo-2-chloroquinoline (1.0 g, 4.1 mmol) in anhydrous THF (20 mL) at −78° C. was added LDA (2.0 M in heptane/THF/ethylbenzene, 3.1 mL, 6.2 mmol) dropwise. After stirring for one hour, iodomethane (1.28 mL, 20.6 mmol) was added, and the mixture was stirred at −78° C. for another hour. The mixture was poured into saturated NH4Cl (aq) then extracted twice with EtOAc. The organic extracts were concentrated and the residue was purified by reverse-phase HPLC to afford the title com... Run at time 1 hour. The product is BrC1=C2C=C(C(=NC2=CC=C1)Cl)C (5-Bromo-2-Chloro-3-Methylquinoline). Reactants: NC1=CC=C(C=C1)C (p-toluidine), C1(=CC=CC=C1)P(C1=C(C2=CC=CC=C2C=C1)C1=C(C=CC2=CC=CC=C12)P(C1=CC=CC=C1)C1=CC=CC=C1)C1=CC=CC=C1 ((±)-2,2′-bis(diphenylphosphino)-1,1′-binaphthyl), CC(C)([O-])C.[Na+] (sodium t-butoxide), BrC1=C(C=CC=C1F)Cl (2-bromo-3-fluoro-chlorobenzene), Cl (hydrochloric acid). The reagents and catalysts are C=1C=CC(=CC1)/C=C/C(=O)/C=C/C2=CC=CC=C2.C=1C=CC(=CC1)/C=C/C(=O)/C=C/C2=CC=CC=C2.C=1C=CC(=CC1)/C=C/C(=O)/C=C/C2=CC=CC=C2.[Pd].[Pd] (tris(dibenzylideneacetone)dipalladium(0)). Run in C1(=CC=CC=C1)C (toluene), O (water). Conditions: time 4 hour. Product: ClC1=C(C(=CC=C1)F)NC1=CC=C(C=C1)C (N-(2′-chloro-6′-fluorophenyl)-4-methylaniline). RXN SMILES: [NH2:1][C:2]1[CH:7]=[CH:6][C:5]([CH3:8])=[CH:4][CH:3]=1.C1(P(C2C=CC=CC=2)C2C=CC3C(=CC=CC=3)C=2C2C3C(=CC=CC=3)C=CC=2P(C2C=CC=CC=2)C2C=CC=CC=2)C=CC=CC=1.CC(C)([O-])C.[Na+].Br[C:62]1[C:67]([F:68])=[CH:66][CH:65]=[CH:64][C:63]=1[Cl:69].Cl>C1(C)C=CC=CC=1.C1C=CC(/C=C/C(/C=C/C2C=CC=CC=2)=O)=CC=1.C1C=CC(/C=C/C(/C=C/C2C=CC=CC=2)=O)=CC=1.C1C=CC(/C=C/C(/C=C/C2C=CC=CC=2)=O)=CC=1.[Pd].[Pd].O>[Cl:69][C:63]1[CH:64]=[CH:65][CH:66]=[C:67]([F:68])[C:62]=1[NH:1][C:2]1[CH:7]=[CH:6][C:5]([CH3:8])=[CH:4][CH:3]=1 |f:2.3,7.8.9.10.11|. Procedure: A mixture of 146.1 g (1.36 mol) of p-toluidine, 12.6 g (0.02 mol) of (±)-2,2′-bis(diphenylphosphino)-1,1′-binaphthyl, 261.9 g (2.73 mol) of sodium t-butoxide, 314.1 g (1.50 mol) of 2-bromo-3-fluoro-chlorobenzene and 6.3 g (0.0069 mol) of tris(dibenzylideneacetone)dipalladium(0) in 3000 ml of toluene is heated to 110° over 30 minutes and stirred an additional 4 hours at this temperature. The mixture is cooled to room temperature and a solution of 680 ml 37% hydrochloric acid and 680 ml of water i... Reactants: 1-H-4-quinolones, β-ketosulphoxide, C(C=1C(N)=CC=CC1)(=O)O (anthranilic acid), O1NC=CC2=C1C=CC=C2 (benzoxazine). The product is N1C(C=CC2=CC=CC=C12)=O (1-H-quinolone). RXN SMILES: [C:1](O)(=O)[C:2]1[C:3](=[CH:5][CH:6]=[CH:7][CH:8]=1)[NH2:4].[O:11]1[C:16]2C=CC=C[C:15]=2C=CN1>>[NH:4]1[C:3]2[C:2](=[CH:8][CH:7]=[CH:6][CH:5]=2)[CH:1]=[CH:15][C:16]1=[O:11]. Reported procedure: The required 1-H-4-quinolones for the above reactions were prepared in a similar way to that described in Example 6. The appropriate anthranilic acid was converted to the benzoxazine X which was then converted to the β-ketosulphoxide XI which then underwent ring closure to give the 1-H-quinolone XII ##STR11## Starting materials: C1(CCCC1)N (cyclopentylamine), C([O-])([O-])=O.[K+].[K+] (potassium carbonate), BrCC1=CC=C(C=C1)[N+](=O)[O-] (1-(bromomethyl)-4-nitrobenzene), BrCC1=CC=C(C=C1)[N+](=O)[O-] (1-(bromomethyl)-4-nitrobenzene). Solvent: CN(C=O)C (N,N-dimethylformamide), O (water). Reaction conditions: time 16 hour. Yields the product [N+](=O)([O-])C1=CC=C(CN(C2CCCC2)CC2=CC=C(C=C2)[N+](=O)[O-])C=C1 (N,N-bis(4-nitrobenzyl)cyclopentanamine). Yield: 103.9%. RXN SMILES: [CH:1]1([NH2:6])[CH2:5][CH2:4][CH2:3][CH2:2]1.C(=O)([O-])[O-].[K+].[K+].Br[CH2:14][C:15]1[CH:20]=[CH:19][C:18]([N+:21]([O-:23])=[O:22])=[CH:17][CH:16]=1>CN(C)C=O.O>[N+:21]([C:18]1[CH:19]=[CH:20][C:15]([CH2:14][N:6]([CH2:14][C:15]2[CH:20]=[CH:19][C:18]([N+:21]([O-:23])=[O:22])=[CH:17][CH:16]=2)[CH:1]2[CH2:5][CH2:4][CH2:3][CH2:2]2)=[CH:16][CH:17]=1)([O-:23])=[O:22] |f:1.2.3|. Reported procedure: To a solution of cyclopentylamine (0.148 mL, 1.5 mmol) in N,N-dimethylformamide (2 mL) was added potassium carbonate (622 mg, 4.50 mmol) followed by 1-(bromomethyl)-4-nitrobenzene (648 mg, 3.00 mmol). The resulting mixture was stirred at rt for 16 hours, more 1-(bromomethyl)-4-nitrobenzene was added (324 mg, 1.5 mmol), and stirring was continued for an additional 2 hours. The mixture was diluted with water, extracted with CH2Cl2, and the organic layer was dried (Na2SO4), filtered and concentrate... Reactants: F[B-](F)(F)F, CC[O+](CC)CC, ClCCl, CCc1nn(C2CCCC2)c2c1CCNC2=O. Yields the product CCOC1=NCCc2c(CC)nn(C3CCCC3)c21. As a reaction SMILES: [B-:18]([F:19])([F:20])([F:21])[F:22].[CH2:23]([CH3:24])[O+:25]([CH2:26][CH3:27])[CH2:28][CH3:29].[CH2:30]([Cl:31])[Cl:32].[CH:1]1([n:6]2[n:7][c:8]([CH2:16][CH3:17])[c:9]3[c:10]2[C:11](=[O:15])[NH:12][CH2:13][CH2:14]3)[CH2:2][CH2:3][CH2:4][CH2:5]1>>[CH:1]1([n:6]2[n:7][c:8]([CH2:16][CH3:17])[c:9]3[c:10]2[C:11]([O:15][CH2:23][CH3:24])=[N:12][CH2:13][CH2:14]3)[CH2:2][CH2:3][CH2:4][CH2:5]1. The reactants are OCCCN1N=CC(=C1)C=1C=CC(=C2C(N(CC12)C)=O)NC1=NC(=NC=C1C(F)(F)F)NC1=C(C=C(CP(OCC)(OCC)=O)C=C1)OC (diethyl (4-{[4-({7-[1-(3-hydroxypropyl)-1H-pyrazol-4-yl]-2-methyl-3-oxo-2,3-dihydro-1H-isoindol-4-yl}amino)-5-(trifluoromethyl)pyrimidin-2-yl]amino}-3-methoxybenzyl)phosphonate), ClC1=NC(=NC=C1C(F)(F)F)NC1=C(C=C(CP(OCC)(OCC)=O)C=C1)OC (diethyl (4-{[4-chloro-5-(trifluoromethyl)pyrimidin-2-yl]amino}-3-methoxybenzyl)phosphonate), ClC1=NC(=NC=C1C(F)(F)F)NC1=CC=C(CP(OCC)(OCC)=O)C=C1 (diethyl (4-{[4-chloro-5-(trifluoromethyl)pyrimidin-2-yl]amino}benzyl)phosphonate), NC=1C(=NC(=CC1)C=1C=NN(C1)CC(CO)C)C(=O)NC (3-amino-6-[1-(3-hydroxy-2-methylpropyl)-1H-pyrazol-4-yl]-N-methylpyridine-2-carboxamide), NC=1C(=NC(=CC1)C=1C=NN(C1)CC(CO)C)C(=O)NC (3-amino-6-[1-(3-hydroxy-2-methylpropyl)-1H-pyrazol-4-yl]-N-methylpyridine-2-carboxamide). Yields the product OCC(CN1N=CC(=C1)C1=CC=C(C(=N1)C(NC)=O)NC1=NC(=NC=C1C(F)(F)F)NC1=CC=C(CP(OCC)(OCC)=O)C=C1)C (Diethyl (4-{[4-({6-[1-(3-hydroxy-2-methylpropyl)-1H-pyrazol-4-yl]-2-(methylcarbamoyl)pyridin-3-yl}amino)-5-(trifluoromethyl)pyrimidin-2-yl]amino}benzyl)phosphonate). RXN SMILES: OCCCN1C=C(C2C=CC(N[C:22]3[C:27]([C:28]([F:31])([F:30])[F:29])=[CH:26][N:25]=[C:24]([NH:32][C:33]4[CH:47]=[CH:46][C:36]([CH2:37][P:38](=[O:45])([O:42][CH2:43][CH3:44])[O:39][CH2:40][CH3:41])=[CH:35][C:34]=4OC)[N:23]=3)=C3C=2CN(C)C3=O)C=N1.[NH2:50][C:51]1[C:52]([C:67]([NH:69][CH3:70])=[O:68])=[N:53][C:54]([C:57]2[CH:58]=[N:59][N:60]([CH2:62][CH:63]([CH3:66])[CH2:64][OH:65])[CH:61]=2)=[CH:55][CH:56]=1.ClC1C(C(F)(F)F)=CN=C(NC2C=CC(CP(=O)(OCC)OCC)=CC=2OC)N=1.ClC1C(C(F)(F)F)=CN=C(NC2C=CC(CP(=O)(OCC)OCC)=CC=2)N=1>>[OH:65][CH2:64][CH:63]([CH3:66])[CH2:62][N:60]1[CH:61]=[C:57]([C:54]2[N:53]=[C:52]([C:67](=[O:68])[NH:69][CH3:70])[C:51]([NH:50][C:26]3[C:27]([C:28]([F:31])([F:29])[F:30])=[CH:22][N:23]=[C:24]([NH:32][C:33]4[CH:34]=[CH:35][C:36]([CH2:37][P:38](=[O:45])([O:42][CH2:43][CH3:44])[O:39][CH2:40][CH3:41])=[CH:46][CH:47]=4)[N:25]=3)=[CH:56][CH:55]=2)[CH:58]=[N:59]1. Procedure details: Prepared analogously to Compound 1B replacing Compound 1C with 3-amino-6-[1-(3-hydroxy-2-methylpropyl)-1H-pyrazol-4-yl]-N-methylpyridine-2-carboxamide (Compound 18C) and Compound 1E with Compound 2C. 1H NMR (CD3OD, 400 MHz): δ=9.20 (br. s., 1H) 8.45 (s, 1H) 8.36 (s, 1H) 8.25 (s, 1H) 7.75 (d, J=8.8 Hz, 1H) 7.54 (d, J=7.3 Hz, 2H) 7.32 (d, J=7.6 Hz, 2H) 4.29 (dd, J=13.6, 6.32 Hz, 1H) 4.06 (quin, J=7.1 Hz, 5H) 3.47 (d, J=5.3 Hz, 2H) 3.30 (d, J=21.0 Hz, 2H, obscured) 3.00 (s, 3H) 2.21-2.32 (m, 1H) 1.... Reactants: C[Si](Cl)(C)C (trimethylchlorosilane), Cl (hydrogen chloride), FC1=C(C(=C(C(=C1O)F)F)F)F (pentafluorophenol). Reaction conditions: time 30 minute. Yields the product C[Si](OC1=C(C(=C(C(=C1F)F)F)F)F)(C)C (trimethylpentafluorophenoxysilane). Reaction SMILES: [CH3:1][Si:2]([CH3:5])([CH3:4])Cl.Cl.[F:7][C:8]1[C:13]([OH:14])=[C:12]([F:15])[C:11]([F:16])=[C:10]([F:17])[C:9]=1[F:18]>>[CH3:1][Si:2]([CH3:5])([CH3:4])[O:14][C:13]1[C:12]([F:15])=[C:11]([F:16])[C:10]([F:17])=[C:9]([F:18])[C:8]=1[F:7]. Procedure details: In a manner similar to Example 1, 2.5 mol of boiling trimethylchlorosilane was placed without solvent in a 2-liter reactor which contained, instead of the packed column, a reflux condenser (nitrogen gas flooded, with hydrogen chloride exhaust), and about 2 mol (370 g) of pentafluorophenol (m.p. 39° C.) in molten form was fed into it over a period of 30 minutes. The reactor temperature then rose to about 124° C. As boiling continued the temperature rose to about 160° C. in 90 minutes. Then a dist... Reactants: S(=O)(=O)([O-])[O-].[Mg+2] (Magnesium sulfate), C(C)(=O)NC(C(=O)OC)CCC1=CC=C(C=C1)CCCCCCCC (methyl 2-acetamido-4-(4-octylphenyl)butyrate), [H-].[Al+3].[Li+].[H-].[H-].[H-] (lithium aluminum hydride). Solvent: O1CCCC1 (tetrahydrofuran), O1CCCC1 (tetrahydrofuran), O1CCCC1 (tetrahydrofuran). Run at time 30 minute. The product is C(C)(=O)NC(CO)CCC1=CC=C(C=C1)CCCCCCCC (2-Acetamido-4-(4-octylphenyl)butanol). The yield is 65.3%. RXN SMILES: [H-].[Al+3].[Li+].[H-].[H-].[H-].[C:7]([NH:10][CH:11]([CH2:16][CH2:17][C:18]1[CH:23]=[CH:22][C:21]([CH2:24][CH2:25][CH2:26][CH2:27][CH2:28][CH2:29][CH2:30][CH3:31])=[CH:20][CH:19]=1)[C:12](OC)=[O:13])(=[O:9])[CH3:8].S([O-])([O-])(=O)=O.[Mg+2]>O1CCCC1>[C:7]([NH:10][CH:11]([CH2:16][CH2:17][C:18]1[CH:23]=[CH:22][C:21]([CH2:24][CH2:25][CH2:26][CH2:27][CH2:28][CH2:29][CH2:30][CH3:31])=[CH:20][CH:19]=1)[CH2:12][OH:13])(=[O:9])[CH3:8] |f:0.1.2.3.4.5,7.8|. Procedure: To a suspension of lithium aluminum hydride (1.2 g) in tetrahydrofuran (100 ml), a solution of methyl 2-acetamido-4-(4-octylphenyl)butyrate (11 g) in tetrahydrofuran (200 ml) was added and the suspension was stirred at room temperature for 30 minutes. An aqueous tetrahydrofuran (70%, 10 ml) was added to the solution and the mixture was left standing overnight. Magnesium sulfate was added to the mixture, the precipitate was filtered off and the solvent was distilled away under reduced pressure. T...